Dataset: the Open Reaction Database (ORD), a public repository of structured organic reaction records. Task: describe an organic reaction: reactants, conditions, products, and yield Starting materials: C1CCOC1, Cl, CCC#CCN1C(=O)C(C)(C)c2cc(N)c([N+](=O)[O-])cc21, [Na+], [OH-]. Yields the product CCC#CCN1C(=O)C(C)(C)c2cc(N)c(N)cc21. RXN SMILES: [CH2:24]1[O:25][CH2:26][CH2:27][CH2:28]1.[ClH:29].[NH2:1][c:2]1[cH:3][c:4]2[c:8]([cH:9][c:10]1[N+:11]([O-:12])=[O:13])[N:7]([CH2:14][C:15]#[C:16][CH2:17][CH3:18])[C:6](=[O:19])[C:5]2([CH3:20])[CH3:21].[Na+:23].[OH-:22]>>[NH2:1][c:2]1[cH:3][c:4]2[c:8]([cH:9][c:10]1[NH2:11])[N:7]([CH2:14][C:15]#[C:16][CH2:17][CH3:18])[C:6](=[O:19])[C:5]2([CH3:20])[CH3:21]. Reactants: C(C)N(C(CC1=C(C=CC=C1)I)=O)CC (N,N-diethyl(o-iodophenyl)acetamide), ClC1=C(N)C(=CC=C1)Cl (2,6-dichloroaniline), C([O-])([O-])=O.[K+].[K+] (potassium carbonate), cuprous iodide. Reagents/catalysts: [Cu] (copper). Solvent: C=1(C(=CC=CC1)C)C (xylene). The product is C(C)N(C(CC1=C(C=CC=C1)NC1=C(C=CC=C1Cl)Cl)=O)CC (N,N-diethyl-o-(2,6-dichloroanilino)phenylacetamide). Yield: 81.8%. As a reaction SMILES: [CH2:1]([N:3]([CH2:14][CH3:15])[C:4](=[O:13])[CH2:5][C:6]1[CH:11]=[CH:10][CH:9]=[CH:8][C:7]=1I)[CH3:2].[Cl:16][C:17]1[CH:23]=[CH:22][CH:21]=[C:20]([Cl:24])[C:18]=1[NH2:19].C(=O)([O-])[O-].[K+].[K+]>C1(C)C(C)=CC=CC=1.[Cu]>[CH2:1]([N:3]([CH2:14][CH3:15])[C:4](=[O:13])[CH2:5][C:6]1[CH:11]=[CH:10][CH:9]=[CH:8][C:7]=1[NH:19][C:18]1[C:17]([Cl:16])=[CH:23][CH:22]=[CH:21][C:20]=1[Cl:24])[CH3:2] |f:2.3.4|. Procedure: A mixture of 6.0 g (0.019 mole) of N,N-diethyl(o-iodophenyl)acetamide, 3.38 g (0.021 mole) of 2,6-dichloroaniline, 2.93 g (0.021 mole) of anhydrous potassium carbonate, 1.0 g of copper powder and 1.0 g of cuprous iodide was reacted in 85 ml of xylene for 24 hours to obtain 5.46 g of a colorless needle having a melting point of 99° to 101° C. The yield was 81.4%. Reactants: C(C)OC(=O)C=1OC2=C(C1)C=C(C=C2)OCC=2OC1=C(C2C)C(=CC=C1)OCCCNCC=1C=NC=CC1 (5-[3-methyl-4-[3-[(pyridin-3-ylmethyl)-amino]-propoxyl]-benzofuran-2-ylmethoxy]-benzofuran-2-carboxylic acid ethyl ester), [H-].[H-].[H-].[H-].[Li+].[Al+3] (LiAlH4). Solvent: C1CCOC1 (THF). Run at time 20 minute. Product: CC1=C(OC2=C1C(=CC=C2)OCCCNCC=2C=NC=CC2)COC=2C=CC1=C(C=C(O1)CO)C2 ([5-[3-Methyl-4-[3-[(pyridin-3-ylmethyl)-amino]-propoxyl]-benzofuran-2-ylmethoxyl]-benzofuran-2-yl]-methanol). As a reaction SMILES: C([O:3][C:4]([C:6]1[O:7][C:8]2[CH:14]=[CH:13][C:12]([O:15][CH2:16][C:17]3[O:18][C:19]4[CH:26]=[CH:25][CH:24]=[C:23]([O:27][CH2:28][CH2:29][CH2:30][NH:31][CH2:32][C:33]5[CH:34]=[N:35][CH:36]=[CH:37][CH:38]=5)[C:20]=4[C:21]=3[CH3:22])=[CH:11][C:9]=2[CH:10]=1)=O)C.[H-].[H-].[H-].[H-].[Li+].[Al+3]>C1COCC1>[CH3:22][C:21]1[C:20]2[C:23]([O:27][CH2:28][CH2:29][CH2:30][NH:31][CH2:32][C:33]3[CH:34]=[N:35][CH:36]=[CH:37][CH:38]=3)=[CH:24][CH:25]=[CH:26][C:19]=2[O:18][C:17]=1[CH2:16][O:15][C:12]1[CH:13]=[CH:14][C:8]2[O:7][C:6]([CH2:4][OH:3])=[CH:10][C:9]=2[CH:11]=1 |f:1.2.3.4.5.6|. Procedure: To a solution of the compound in Example 36 (10 mg, 0.02 mmol) in THF was added LiAlH4 (1.5 mg) at 0° C. After stirring for 20 min., the reaction was quenched by adding H2O. Silica gel column chromatography (CH2Cl2/MeOH=20/1) gave desired product as a colorless oil. (9 mg, 98%). FAB-MS: m/z 473 (MH+); 1H-NMR (CDCl3): δ 2.04 (2H, m), 2.28 (3H, s), 2.86 (2H, t, J=7.5 Hz), 3.82 (2H, s), 4.14 (2H, t, J=5.5 Hz), 4.75 (2H, s) 5.11 (2H, s), 6.59 (1H, d, J=8 Hz), 6.95(1H, d, J=2 Hz), 7.06 (1H, d, J=8 Hz... Reactants: ClC(Cl)Cl, O=C(O)C(Oc1ccc(F)c(C(F)(F)F)c1)c1ccc(Cl)cc1, O=S(Cl)Cl. Product: O=C(Cl)C(Oc1ccc(F)c(C(F)(F)F)c1)c1ccc(Cl)cc1. Reaction SMILES: [CH:28]([Cl:29])([Cl:30])[Cl:31].[Cl:5][c:6]1[cH:7][cH:8][c:9]([CH:12]([C:13](=[O:14])[OH:15])[O:16][c:17]2[cH:18][c:19]([C:24]([F:25])([F:26])[F:27])[c:20]([F:23])[cH:21][cH:22]2)[cH:10][cH:11]1.[S:1]([Cl:2])([Cl:3])=[O:4]>>[Cl:3][C:13]([CH:12]([c:9]1[cH:8][cH:7][c:6]([Cl:5])[cH:11][cH:10]1)[O:16][c:17]1[cH:18][c:19]([C:24]([F:25])([F:26])[F:27])[c:20]([F:23])[cH:21][cH:22]1)=[O:14].